This data is from the Open Reaction Database (ORD), a public repository of structured organic reaction records. The task is: describe an organic reaction: reactants, conditions, products, and yield Starting materials: C1(NC(C2=CC=CC=C12)=O)=O (isoindoline-1,3-dione), C1(CC1)N1N=CC2=CC(=CC=C12)C(=O)OC (Methyl 1-cyclopropyl-1H-indazole-5-carboxylate). The product is C1(CC1)N1N=CC2=CC(=CC=C12)CN1C(C2=CC=CC=C2C1=O)=O (2-((1-Cyclopropyl-1H-indazol-5-yl)methyl)isoindoline-1,3-dione). Reaction SMILES: [C:1]1(=[O:11])[C:9]2[C:4](=[CH:5][CH:6]=[CH:7][CH:8]=2)[C:3](=[O:10])[NH:2]1.[CH:12]1([N:15]2[C:23]3[C:18](=[CH:19][C:20]([C:24](OC)=O)=[CH:21][CH:22]=3)[CH:17]=[N:16]2)[CH2:14][CH2:13]1>>[CH:12]1([N:15]2[C:23]3[C:18](=[CH:19][C:20]([CH2:24][N:2]4[C:3](=[O:10])[C:4]5[C:9](=[CH:8][CH:7]=[CH:6][CH:5]=5)[C:1]4=[O:11])=[CH:21][CH:22]=3)[CH:17]=[N:16]2)[CH2:14][CH2:13]1. Procedure: The titled compound was prepared according to the procedure described in step-3 of Example 13 from isoindoline-1,3-dione and (1-cyclopropyl-1H-indazol-5-yl)methanol (step-2 of Example 28). Reactants: CO, COC(=S)c1cc(C)nc2ccccc12, Cl, [Na+], [OH-]. The product is Cc1cc(C(O)=S)c2ccccc2n1. RXN SMILES: [CH3:19][OH:20].[CH3:1][O:2][C:3](=[S:4])[c:5]1[cH:6][c:7]([CH3:15])[n:8][c:9]2[cH:10][cH:11][cH:12][cH:13][c:14]12.[ClH:18].[Na+:17].[OH-:16]>>[OH:2][C:3](=[S:4])[c:5]1[cH:6][c:7]([CH3:15])[n:8][c:9]2[cH:10][cH:11][cH:12][cH:13][c:14]12. Conditions: temperature 90 celsius. Reaction SMILES: Cl[C:2]1[C:11]2[C:6](=[CH:7][CH:8]=[CH:9][CH:10]=2)[C:5]([NH:12][C:13]2[CH:18]=[CH:17][C:16]([O:19][C:20]3[C:29]4[C:24](=[CH:25][C:26]([O:30][CH3:31])=[CH:27][N:28]=4)[N:23]=[CH:22][CH:21]=3)=[CH:15][CH:14]=2)=[N:4][N:3]=1.[CH3:32][C:33]([CH3:37])([CH3:36])[C:34]#[CH:35].C(#N)C>C(Cl)Cl.Cl[Pd](Cl)([P](C1C=CC=CC=1)(C1C=CC=CC=1)C1C=CC=CC=1)[P](C1C=CC=CC=1)(C1C=CC=CC=1)C1C=CC=CC=1.[Cu]I>[CH3:32][C:33]([CH3:37])([CH3:36])[C:34]#[C:35][C:2]1[C:11]2[C:6](=[CH:7][CH:8]=[CH:9][CH:10]=2)[C:5]([NH:12][C:13]2[CH:18]=[CH:17][C:16]([O:19][C:20]3[C:29]4[C:24](=[CH:25][C:26]([O:30][CH3:31])=[CH:27][N:28]=4)[N:23]=[CH:22][CH:21]=3)=[CH:15][CH:14]=2)=[N:4][N:3]=1 |^1:46,65|. Product: CC(C#CC1=NN=C(C2=CC=CC=C12)NC1=CC=C(C=C1)OC1=CC=NC2=CC(=CN=C12)OC)(C)C (4-(3,3-dimethylbut-1-ynyl)-N-(4-(7-methoxy-1,5-naphthyridin-4-yloxy)phenyl)phthalazin-1-amine). Reagents/catalysts: Cl[Pd]([P](C1=CC=CC=C1)(C2=CC=CC=C2)C3=CC=CC=C3)([P](C4=CC=CC=C4)(C5=CC=CC=C5)C6=CC=CC=C6)Cl (bis(triphenylphosphine)palladium(ii) chloride), [Cu]I (copper(I) iodide). Reported procedure: A resealable pressure bottle, purged with argon, was charged with 4-chloro-N-(4-(7-methoxy-1,5-naphthyridin-4-yloxy)phenyl)phthalazin-1-amine (120 mg, 0.28 mmol), bis(triphenylphosphine)palladium(ii) chloride (24 mg, 0.03 mmol), copper(I) iodide (6.4 mg, 0.03 mmol), 3,3-dimethyl-1-butyne (86 μl, 0.70 mmol), and ACN (2.8 mL, 0.1 M). To the mixture was added TEA (0.785 mL, 5.6 mmol). The reaction vessel was sealed and the mixture was heated to 90° C. for 16 h. The reaction mixture was cooled to RT... The solvent is C(Cl)Cl (DCM). Starting materials: ClC1=NN=C(C2=CC=CC=C12)NC1=CC=C(C=C1)OC1=CC=NC2=CC(=CN=C12)OC (4-chloro-N-(4-(7-methoxy-1,5-naphthyridin-4-yloxy)phenyl)phthalazin-1-amine), CC(C#C)(C)C (3,3-dimethyl-1-butyne), C(C)#N (ACN), TEA. Starting materials: CCO, Cl, Cl, N=C(N)NN, O, O=C1CC(c2ccccc2)Cc2[nH]c(=O)ccc21. Product: Cl, N=C(N)NN=C1CC(c2ccccc2)Cc2[nH]c(=O)ccc21. As a reaction SMILES: [CH3:27][CH2:28][OH:29].[ClH:19].[ClH:25].[NH2:20][NH:21][C:22](=[NH:23])[NH2:24].[OH2:26].[c:1]1([CH:7]2[CH2:8][C:9](=[O:18])[c:10]3[cH:11][cH:12][c:13](=[O:17])[nH:14][c:15]3[CH2:16]2)[cH:2][cH:3][cH:4][cH:5][cH:6]1>>[ClH:19].[c:1]1([CH:7]2[CH2:8][C:9](=[N:20][NH:21][C:22](=[NH:23])[NH2:24])[c:10]3[cH:11][cH:12][c:13](=[O:17])[nH:14][c:15]3[CH2:16]2)[cH:2][cH:3][cH:4][cH:5][cH:6]1. The reactants are CS(=O)(=O)O, CC(=O)O, Fc1ccc(C2OCCn3c[n+](C(c4ccccc4)(c4ccccc4)c4ccccc4)cc32)cc1, [Na+], [OH-]. The product is Fc1ccc(C2OCCn3cncc32)cc1. Reaction SMILES: [CH3:1][S:2]([OH:3])(=[O:4])=[O:5].[CH3:43][C:44](=[O:45])[OH:46].[F:6][c:7]1[cH:8][cH:9][c:10]([CH:13]2[O:14][CH2:15][CH2:16][n:17]3[c:18]2[cH:19][n+:20]([C:22]([c:23]2[cH:24][cH:25][cH:26][cH:27][cH:28]2)([c:29]2[cH:30][cH:31][cH:32][cH:33][cH:34]2)[c:35]2[cH:36][cH:37][cH:38][cH:39][cH:40]2)[cH:21]3)[cH:11][cH:12]1.[Na+:42].[OH-:41]>>[F:6][c:7]1[cH:8][cH:9][c:10]([CH:13]2[O:14][CH2:15][CH2:16][n:17]3[c:18]2[cH:19][n:20][cH:21]3)[cH:11][cH:12]1. Product: CCOC(=O)CC(C#N)(c1ccccc1)c1ccccc1. Reaction SMILES: [Br:18][CH2:19][C:20](=[O:21])[O:22][CH2:23][CH3:24].[H-:16].[Na+:17].[O:25]1[CH2:26][CH2:27][CH2:28][CH2:29]1.[OH2:30].[c:1]1([CH:7]([C:8]#[N:9])[c:10]2[cH:11][cH:12][cH:13][cH:14][cH:15]2)[cH:2][cH:3][cH:4][cH:5][cH:6]1>>[c:1]1([C:7]([C:8]#[N:9])([c:10]2[cH:11][cH:12][cH:13][cH:14][cH:15]2)[CH2:19][C:20](=[O:21])[O:22][CH2:23][CH3:24])[cH:2][cH:3][cH:4][cH:5][cH:6]1. Starting materials: CCOC(=O)CBr, [H-], [Na+], C1CCOC1, O, N#CC(c1ccccc1)c1ccccc1. Reaction conditions: temperature 150 celsius, time 27 hour. Procedure details: Under argon, 20 mL of triethyl phosphite was added to 6.1 g (5.8 mmol) of 2-(16-bromohexadecyl)-3,6,7,10,11-pentakishexyloxytriphenylene, and the mixture was stirred at 150° C. for 27 hours. Excess triethyl phosphite was evaporated from the mixture and the residue was purified by silica-gel column chromatography. As a result, 5.4 g of a white solid was obtained. RXN SMILES: BrCCCCCCCCCCCCCCCC[C:18]1[C:35]([O:36][CH2:37][CH2:38][CH2:39][CH2:40][CH2:41][CH3:42])=[CH:34][C:33]2[C:32]3[C:27](=[CH:28][C:29]([O:50][CH2:51][CH2:52][CH2:53][CH2:54][CH2:55][CH3:56])=[C:30]([O:43][CH2:44][CH2:45][CH2:46][CH2:47][CH2:48][CH3:49])[CH:31]=3)[C:26]3[C:21](=[CH:22][C:23]([O:64][CH2:65][CH2:66][CH2:67][CH2:68][CH2:69][CH3:70])=[C:24]([O:57][CH2:58][CH2:59][CH2:60][CH2:61][CH2:62][CH3:63])[CH:25]=3)[C:20]=2[CH:19]=1.[P:71]([O:78][CH2:79][CH3:80])([O:75][CH2:76][CH3:77])[O:72]CC>>[CH2:79]([O:78][P:71]([CH2:23][CH2:22][CH2:21][CH2:26][CH2:27][CH2:28][CH2:29][CH2:30][CH2:31][CH2:32][CH2:49][CH2:48][CH2:47][CH2:46][CH2:45][CH2:44][O:43][C:30]1[C:29]([O:50][CH2:51][CH2:52][CH2:53][CH2:54][CH2:55][CH3:56])=[CH:28][C:27]2[C:26]3[C:21](=[CH:22][C:23]([O:64][CH2:65][CH2:66][CH2:67][CH2:68][CH2:69][CH3:70])=[C:24]([O:57][CH2:58][CH2:59][CH2:60][CH2:61][CH2:62][CH3:63])[CH:25]=3)[C:20]3[C:33](=[CH:34][C:35]([O:36][CH2:37][CH2:38][CH2:39][CH2:40][CH2:41][CH3:42])=[C:18]([O:36][CH2:35][CH2:34][CH2:33][CH2:20][CH2:19][CH3:18])[CH:19]=3)[C:32]=2[CH:31]=1)(=[O:72])[O:75][CH2:76][CH3:77])[CH3:80]. Reactants: BrCCCCCCCCCCCCCCCCC1=CC=2C3=CC(=C(C=C3C3=CC(=C(C=C3C2C=C1OCCCCCC)OCCCCCC)OCCCCCC)OCCCCCC)OCCCCCC (2-(16-bromohexadecyl)-3,6,7,10,11-pentakishexyloxytriphenylene), P(OCC)(OCC)OCC (triethyl phosphite). The product is C(C)OP(OCC)(=O)CCCCCCCCCCCCCCCCOC1=CC=2C3=CC(=C(C=C3C3=CC(=C(C=C3C2C=C1OCCCCCC)OCCCCCC)OCCCCCC)OCCCCCC)OCCCCCC ([16-(3,6,7,10,11-pentakishexyloxytriphenylene-2-yloxy)-hexadecyl]-phosphonic acid diethylester). Solvent: O (water), O (water), O (water), Cl (hydrochloric acid), O (water). Yield: 58.0%. Run at temperature 0 celsius, time 30 minute. RXN SMILES: [NH2:1][C:2]1[CH:7]=[C:6]([Cl:8])[C:5]([S:9][C:10]2[CH:11]=[C:12]([CH:17]([CH3:19])[CH3:18])[C:13](=[O:16])[NH:14][N:15]=2)=[C:4]([Cl:20])[CH:3]=1.N([O-])=O.[Na+].[C:25]([CH2:27][C:28]([NH:30][C:31]([O:33][CH2:34][CH3:35])=[O:32])=[O:29])#[N:26].[N:36]1C=CC=CC=1>O.Cl>[CH2:34]([O:33][C:31](=[O:32])[NH:30][C:28](=[O:29])[C:27]([C:25]#[N:26])=[N:36][NH:1][C:2]1[CH:3]=[C:4]([Cl:20])[C:5]([S:9][C:10]2[CH:11]=[C:12]([CH:17]([CH3:18])[CH3:19])[C:13](=[O:16])[NH:14][N:15]=2)=[C:6]([Cl:8])[CH:7]=1)[CH3:35] |f:1.2|. Reported procedure: A mixture of 6-(4-amino-2,6-dichloro-phenylsulfanyl)-4-isopropyl-2H-pyridazin-3-one (85) (3.40 g, 10.4 mmol) in water (135 mL) and concentrated hydrochloric acid (68 mL) cooled to 0° C. was treated with a solution of sodium nitrite (853 mg, 12.36 mmol) in water (7.0 mL) via Pasteur pipette under the surface of the reaction mixture. This was followed by a water rinse (1.0 mL) of the Pasteur pipette. The resulting yellow mixture was stirred at 0° C. for 30 min. More concentrated hydrochloric acid ... The product is C(C)OC(NC(C(=NNC1=CC(=C(C(=C1)Cl)SC1=NNC(C(=C1)C(C)C)=O)Cl)C#N)=O)=O ((2-Cyano-2-{[3,5-dichloro-4-(5-isopropyl-6-oxo-1,6-dihydro-pyridazin-3-ylsulfanyl)-phenyl]-hydrazono}-acetyl)-carbamic acid ethyl ester). The reactants are diazonium salt, C(#N)CC(=O)NC(=O)OCC (cyanoacetylurethane), N1=CC=CC=C1 (pyridine), NC1=CC(=C(C(=C1)Cl)SC=1C=C(C(NN1)=O)C(C)C)Cl (6-(4-Amino-2,6-dichloro-phenylsulfanyl)-4-isopropyl-2H-pyridazin-3-one), N(=O)[O-].[Na+] (sodium nitrite). The reactants are COC(=O)c1ccc(CON=[N+]([O-])N(C)C(C)(C)C)cc1, CO, [Na+], [OH-]. The product is CN([N+]([O-])=NOCc1ccc(C(=O)O)cc1)C(C)(C)C. Reaction SMILES: [C:1]([CH3:2])([CH3:3])([CH3:4])[N:5]([N+:6]([O-:7])=[N:8][O:9][CH2:10][c:11]1[cH:12][cH:13][c:14]([C:15](=[O:16])[O:17][CH3:18])[cH:19][cH:20]1)[CH3:21].[CH3:24][OH:25].[Na+:23].[OH-:22]>>[C:1]([CH3:2])([CH3:3])([CH3:4])[N:5]([N+:6]([O-:7])=[N:8][O:9][CH2:10][c:11]1[cH:12][cH:13][c:14]([C:15](=[O:16])[OH:17])[cH:19][cH:20]1)[CH3:21].